This data is from the Open Reaction Database (ORD), a public repository of structured organic reaction records. The task is: describe an organic reaction: reactants, conditions, products, and yield The reactants are c1ccc(CN2CCNCC2)cc1, Cn1cc(C(=O)O)c(=O)c2cc3cc(F)c(Cl)cc3nc21, c1ccncc1. Product: Cn1cc(C(=O)O)c(=O)c2cc3cc(F)c(N4CCN(Cc5ccccc5)CC4)cc3nc21. As a reaction SMILES: [CH2:22]([c:23]1[cH:24][cH:25][cH:26][cH:27][cH:28]1)[N:29]1[CH2:30][CH2:31][NH:32][CH2:33][CH2:34]1.[Cl:1][c:2]1[c:3]([F:21])[cH:4][c:5]2[c:6]([n:7][c:8]3[n:9]([CH3:19])[cH:10][c:11]([C:16](=[O:17])[OH:18])[c:12](=[O:15])[c:13]3[cH:14]2)[cH:20]1.[cH:35]1[cH:36][cH:37][n:38][cH:39][cH:40]1>>[c:2]1([N:32]2[CH2:31][CH2:30][N:29]([CH2:22][c:23]3[cH:24][cH:25][cH:26][cH:27][cH:28]3)[CH2:34][CH2:33]2)[c:3]([F:21])[cH:4][c:5]2[c:6]([n:7][c:8]3[n:9]([CH3:19])[cH:10][c:11]([C:16](=[O:17])[OH:18])[c:12](=[O:15])[c:13]3[cH:14]2)[cH:20]1. Reported procedure: 302 mg (2 mmols) of 1,5-diazabicyclo[5.4.0]undec-5-ene are added to a solution of 534 mg (1 mmol) of a mixture consisting of 2-[4-(p-toluenesulphonylthio)-3-phenoxyacetamido-2-oxoazetidin-1-yl)-3-methoxy-isocrotonic acid methyl ester and 2-[4-(p-toluenesulphonylthio)-3-phenoxyacetamido-2-oxoazetidin-1-yl)-3-methoxy-crotonic acid methyl ester in the ratio of about 4:1, in 20 ml of tetrahydrofurane, whilst stirring. The mixture is then stirred for 40 minutes, diluted with 70 ml of methylene chlori... Run in O1CCCC1 (tetrahydrofurane), C(Cl)Cl (methylene chloride). Starting materials: COC(\C(=C(\C)/OC)\N1C(C(C1SS(=O)(=O)C1=CC=C(C=C1)C)NC(COC1=CC=CC=C1)=O)=O)=O (2-[4-(p-toluenesulphonylthio)-3-phenoxyacetamido-2-oxoazetidin-1-yl)-3-methoxy-crotonic acid methyl ester), N12CCCN=CC2CCCC1 (1,5-diazabicyclo[5.4.0]undec-5-ene), mixture, COC(\C(=C(/C)\OC)\N1C(C(C1SS(=O)(=O)C1=CC=C(C=C1)C)NC(COC1=CC=CC=C1)=O)=O)=O (2-[4-(p-toluenesulphonylthio)-3-phenoxyacetamido-2-oxoazetidin-1-yl)-3-methoxy-isocrotonic acid methyl ester). Yields the product COC(=O)[C@H]1C(=CS[C@H]2N1C([C@H]2NC(COC2=CC=CC=C2)=O)=O)OC (7β-phenoxyacetamido-3-methoxy-ceph-2-em-4α-carboxylic acid methyl ester). Reaction SMILES: N12CCCCC1C=NCCC2.[CH3:12][O:13][C:14](=[O:47])/[C:15](/[N:20]1[CH:23]([S:24]S(C2C=CC(C)=CC=2)(=O)=O)[CH:22]([NH:35][C:36](=[O:45])[CH2:37][O:38][C:39]2[CH:44]=[CH:43][CH:42]=[CH:41][CH:40]=2)[C:21]1=[O:46])=[C:16](/[O:18][CH3:19])\[CH3:17].COC(=O)/C(/N1C(SS(C2C=CC(C)=CC=2)(=O)=O)C(NC(=O)COC2C=CC=CC=2)C1=O)=C(\OC)/C>O1CCCC1.C(Cl)Cl>[CH3:12][O:13][C:14]([C@@H:15]1[N:20]2[C:21](=[O:46])[C@@H:22]([NH:35][C:36](=[O:45])[CH2:37][O:38][C:39]3[CH:40]=[CH:41][CH:42]=[CH:43][CH:44]=3)[C@H:23]2[S:24][CH:17]=[C:16]1[O:18][CH3:19])=[O:47]. Reactants: FC(C(C(C(=O)OC)(F)F)(F)F)(F)F (methyl heptafluorobutyrate), O (Water), C(#N)C1=NN(C=C1I)C1=C(C=C(C=C1Cl)C(F)(F)F)Cl (3-cyano-1-(2,6-dichloro-4-trifluoromethylphenyl)-4-iodopyrazole), C(CCC)[Li] (n-butyllithium), solution. Solvent: O1CCCC1 (tetrahydrofuran), O1CCCC1 (tetrahydrofuran), hexanes. Reaction conditions: temperature -73 celsius, time 10 minute. Yields the product C(#N)C1=NN(C=C1C(C(C(C(F)(F)F)(F)F)(F)F)=O)C1=C(C=C(C=C1Cl)C(F)(F)F)Cl (3-Cyano-1-(2,6-dichloro-4-trifluoromethylphenyl)-4-heptafluorobutanoylpyrazole). RXN SMILES: [C:1]([C:3]1[C:7](I)=[CH:6][N:5]([C:9]2[C:14]([Cl:15])=[CH:13][C:12]([C:16]([F:19])([F:18])[F:17])=[CH:11][C:10]=2[Cl:20])[N:4]=1)#[N:2].C([Li])CCC.[F:26][C:27]([F:39])([F:38])[C:28]([F:37])([F:36])[C:29]([F:35])([F:34])[C:30](OC)=[O:31].O>O1CCCC1>[C:1]([C:3]1[C:7]([C:30](=[O:31])[C:29]([F:34])([F:35])[C:28]([F:36])([F:37])[C:27]([F:39])([F:38])[F:26])=[CH:6][N:5]([C:9]2[C:14]([Cl:15])=[CH:13][C:12]([C:16]([F:19])([F:18])[F:17])=[CH:11][C:10]=2[Cl:20])[N:4]=1)#[N:2]. Procedure details: To a stirred solution of 3-cyano-1-(2,6-dichloro-4-trifluoromethylphenyl)-4-iodopyrazole (3.0 g) in tetrahydrofuran (80 ml) at -80° C. under an atmosphere of nitrogen was added, at such a rate that the temperature of the reaction mixture did not exceed -73° C., n-butyllithium (2.78 ml of a 2.5M solution in hexanes). The mixture was stirred at -73° C. for 10 minutes and then a solution of methyl heptafluorobutyrate (1.07 ml) in tetrahydrofuran (5 ml) was then added at such a rate that the tempera...